The task is: describe an organic reaction: reactants, conditions, products, and yield. This data is from the Open Reaction Database (ORD), a public repository of structured organic reaction records. The reactants are Pyridinium bromide perbromide, C(C)(=O)C=1OC2=C(C1)C=CC=C2 (2-acetylbenzofuran). Run in C1CCOC1 (THF). Run at time 20 minute. The product is BrCC(=O)C=1OC2=C(C1)C=CC=C2 (2-Bromoacetylbenzofuran). Yield: 52.2%. Reaction SMILES: C1C=C[NH+]=CC=1.[Br:7][Br-]Br.[C:10]([C:13]1[O:14][C:15]2[CH:21]=[CH:20][CH:19]=[CH:18][C:16]=2[CH:17]=1)(=[O:12])[CH3:11]>C1COCC1>[Br:7][CH2:11][C:10]([C:13]1[O:14][C:15]2[CH:21]=[CH:20][CH:19]=[CH:18][C:16]=2[CH:17]=1)=[O:12] |f:0.1|. Reported procedure: Pyridinium bromide perbromide (20 g) was added to a THF solution (200 ml) of 2-acetylbenzofuran (8.35 g). The reaction mixture was stirred at room temperature for 20 minutes. The precipitated crystals were collected by filtration, and the filtrate was concentrated. The residue was purified by silica gel column chromatography (eluent: hexane/ethyl acetate=4/1) to obtain the entitled compound (6.5 g). Reactants: [Al+3], [H-], [H-], [H-], [H-], [Li+], [Na+], C1CCOC1, [OH-], O, N#CC1CN(Cc2ccccc2)CC1c1ccccc1. Yields the product NCC1CN(Cc2ccccc2)CC1c1ccccc1. Reaction SMILES: [Al+3:22].[H-:21].[H-:24].[H-:25].[H-:26].[Li+:23].[Na+:29].[O:30]1[CH2:31][CH2:32][CH2:33][CH2:34]1.[OH-:28].[OH2:27].[c:1]1([CH:7]2[CH:8]([C:19]#[N:20])[CH2:9][N:10]([CH2:12][c:13]3[cH:14][cH:15][cH:16][cH:17][cH:18]3)[CH2:11]2)[cH:2][cH:3][cH:4][cH:5][cH:6]1>>[c:1]1([CH:7]2[CH:8]([CH2:19][NH2:20])[CH2:9][N:10]([CH2:12][c:13]3[cH:14][cH:15][cH:16][cH:17][cH:18]3)[CH2:11]2)[cH:2][cH:3][cH:4][cH:5][cH:6]1. The reactants are NC1=NC=NC(=C1C#N)N1CCC(CC1)C=1N(C=C(N1)C1=CC(=C(C=C1)F)C(F)(F)F)CCNCC1CC1 (4-Amino-6-{4-[1-[2-(cyclopropylmethyl-amino)-ethyl]-4-(4-fluoro-3-trifluoromethyl-phenyl)-1H-imidazol-2-yl]-piperidin-1-yl}-pyrimidine-5-carbonitrile), C(C)(C)N (isopropylamine). The product is NC1=NC=NC(=C1C#N)N1CCC(CC1)C=1N(C=C(N1)C1=CC(=C(C=C1)F)C(F)(F)F)CCNC(C)C (4-Amino-6-{4-[4-(4-fluoro-3-trifluoromethyl-phenyl)-1-(2-isopropylamino-ethyl)-1H-imidazol-2-yl]-piperidin-1-yl}-pyrimidine-5-carbonitrile). As a reaction SMILES: [NH2:1][C:2]1[C:7]([C:8]#[N:9])=[C:6]([N:10]2[CH2:15][CH2:14][CH:13]([C:16]3[N:17]([CH2:32][CH2:33][NH:34]CC4CC4)[CH:18]=[C:19]([C:21]4[CH:26]=[CH:25][C:24]([F:27])=[C:23]([C:28]([F:31])([F:30])[F:29])[CH:22]=4)[N:20]=3)[CH2:12][CH2:11]2)[N:5]=[CH:4][N:3]=1.[CH:39](N)([CH3:41])[CH3:40]>>[NH2:1][C:2]1[C:7]([C:8]#[N:9])=[C:6]([N:10]2[CH2:15][CH2:14][CH:13]([C:16]3[N:17]([CH2:32][CH2:33][NH:34][CH:39]([CH3:41])[CH3:40])[CH:18]=[C:19]([C:21]4[CH:26]=[CH:25][C:24]([F:27])=[C:23]([C:28]([F:29])([F:30])[F:31])[CH:22]=4)[N:20]=3)[CH2:12][CH2:11]2)[N:5]=[CH:4][N:3]=1. Procedure details: The title compound was prepared in an analogous manner as 4-Amino-6-{4-[1-[2-(cyclopropylmethyl-amino)-ethyl]-4-(4-fluoro-3-trifluoromethyl-phenyl)-1H-imidazol-2-yl]-piperidin-1-yl}-pyrimidine-5-carbonitrile using isopropylamine instead of cyclopropylmethylamine. LC-MS: (M+1=517, obsd.=517). Starting materials: CCCBr, Cc1ccc(C#N)c(=O)[nH]1, C1CCOC1, [Li]CCCC, CC(C)NC(C)C. Product: CCCCc1ccc(C#N)c(=O)[nH]1. Reaction SMILES: [Br:23][CH2:24][CH2:25][CH3:26].[C:13](#[N:14])[c:15]1[c:16](=[O:22])[nH:17][c:18]([CH3:21])[cH:19][cH:20]1.[CH2:27]1[O:28][CH2:29][CH2:30][CH2:31]1.[CH2:8]([CH2:9][CH2:10][CH3:11])[Li:12].[CH:1]([NH:2][CH:3]([CH3:4])[CH3:5])([CH3:6])[CH3:7]>>[CH2:8]([CH2:9][CH2:10][CH3:11])[c:18]1[nH:17][c:16](=[O:22])[c:15]([C:13]#[N:14])[cH:20][cH:19]1. Reactants: C1=CC=C2C(=C1)C(=O)N(C2=O)[C@@H](CCC(=O)N)C(=O)O (N-phthaloyl-L-glutamine), C(=O)(N1C=NC=C1)N1C=NC=C1 (carbonyldiimidazole). The reagents and catalysts are CN(C1=CC=NC=C1)C (4-dimethylaminopyridine). Run in O1CCCC1 (tetrahydrofuran). The product is C=1C=CC2=C(C1)C(=O)N(C2=O)C3CCC(=O)NC3=O (thalidomide). Isolated yield 90.0%. Reaction SMILES: [CH:1]1[CH:6]=[C:5]2[C:7]([N:9]([C@H:12]([C:18]([OH:20])=O)[CH2:13][CH2:14][C:15]([NH2:17])=[O:16])[C:10](=[O:11])[C:4]2=[CH:3][CH:2]=1)=[O:8].C(N1C=CN=C1)(N1C=CN=C1)=O>CN(C)C1C=CN=CC=1.O1CCCC1>[CH:2]1[CH:1]=[CH:6][C:5]2[C:7](=[O:8])[N:9]([CH:12]3[C:18](=[O:20])[NH:17][C:15](=[O:16])[CH2:14][CH2:13]3)[C:10](=[O:11])[C:4]=2[CH:3]=1. Reported procedure: A stirred mixture of N-phthaloyl-L-glutamine (48.0 g, 174 mmoL), carbonyldiimidazole (30.43 g, 188 mmoL), and 4-dimethylaminopyridine (0.105 g, C.861 mmoL) in anhydrous tetrahydrofuran (300 mL) is heated to reflux for 16 hours. The reaction slurry is filtered and the solid washed with methylene chloride (200 mL). The solid is air-dried and then dried in vacuo (60° C.,<1 mm) to afford 40.40 g (90%) of thalidomide as a white powder. 1H NMR (DMSO-d6)δ 11.16 (s, 1H, NH), 8.05-7.80 (br s, 4H, Ar), 5....